This data is from the Open Reaction Database (ORD), a public repository of structured organic reaction records. The task is: describe an organic reaction: reactants, conditions, products, and yield Starting materials: CC(Nc1c(Cl)ccc2c1CCN(C(=O)C(F)(F)F)CC2)c1cc(F)ccc1F, CC(N)c1ccc(-c2ccccc2)s1. The product is CC(Nc1c(Cl)ccc2c1CCNCC2)c1cc(F)ccc1F, CC(N)c1ccc(-c2ccccc2)s1. RXN SMILES: [Cl:1][c:2]1[c:3]([NH:19][CH:20]([CH3:21])[c:22]2[c:23]([F:29])[cH:24][cH:25][c:26]([F:28])[cH:27]2)[c:4]2[c:5]([cH:17][cH:18]1)[CH2:6][CH2:7][N:8]([C:11](=[O:12])[C:13]([F:14])([F:15])[F:16])[CH2:9][CH2:10]2.[c:30]1(-[c:36]2[cH:37][cH:38][c:39]([CH:41]([CH3:42])[NH2:43])[s:40]2)[cH:31][cH:32][cH:33][cH:34][cH:35]1>>[Cl:1][c:2]1[c:3]([NH:19][CH:20]([CH3:21])[c:22]2[c:23]([F:29])[cH:24][cH:25][c:26]([F:28])[cH:27]2)[c:4]2[c:5]([cH:17][cH:18]1)[CH2:6][CH2:7][NH:8][CH2:9][CH2:10]2.[c:30]1(-[c:36]2[cH:37][cH:38][c:39]([CH:41]([CH3:42])[NH2:43])[s:40]2)[cH:31][cH:32][cH:33][cH:34][cH:35]1. Reactants: CC1(C)OB(c2ccc(N)cc2)OC1(C)C, CN(C)C=O, Cn1c(C(=O)O)cc2ccccc21, CCN(C(C)C)C(C)C, O=C(Cl)C(=O)Cl, ClCCl. Product: Cn1c(C(=O)Nc2ccc(B3OC(C)(C)C(C)(C)O3)cc2)cc2ccccc21. As a reaction SMILES: [CH3:20][C:21]1([CH3:35])[O:22][B:23]([c:28]2[cH:29][cH:30][c:31]([NH2:32])[cH:33][cH:34]2)[O:24][C:25]1([CH3:26])[CH3:27].[CH3:48][N:49]([CH3:50])[CH:51]=[O:52].[CH3:7][n:8]1[c:9]([C:17](=[O:18])[OH:19])[cH:10][c:11]2[cH:12][cH:13][cH:14][cH:15][c:16]12.[CH:36]([N:37]([CH:38]([CH3:39])[CH3:40])[CH2:41][CH3:42])([CH3:43])[CH3:44].[Cl:1][C:2]([C:3]([Cl:4])=[O:5])=[O:6].[Cl:45][CH2:46][Cl:47]>>[CH3:7][n:8]1[c:9]([C:17](=[O:19])[NH:32][c:31]2[cH:30][cH:29][c:28]([B:23]3[O:22][C:21]([CH3:20])([CH3:35])[C:25]([CH3:26])([CH3:27])[O:24]3)[cH:34][cH:33]2)[cH:10][c:11]2[cH:12][cH:13][cH:14][cH:15][c:16]12.